Task: describe an organic reaction: reactants, conditions, products, and yield. Dataset: the Open Reaction Database (ORD), a public repository of structured organic reaction records Starting materials: [Al+3], CC(C)(C)C(O[SiH](c1ccccc1)c1ccccc1)c1c(Cl)ccc(-n2cccc2C#N)c1Cl, [H-], [H-], [H-], [H-], [Li+], C1CCOC1. The product is CC(C)(C)C(O[SiH](c1ccccc1)c1ccccc1)c1c(Cl)ccc(-n2cccc2CN)c1Cl. As a reaction SMILES: [Al+3:36].[C:1]([CH3:2])([CH3:3])([CH3:4])[CH:5]([c:6]1[c:7]([Cl:20])[c:8](-[n:13]2[c:14]([C:18]#[N:19])[cH:15][cH:16][cH:17]2)[cH:9][cH:10][c:11]1[Cl:12])[O:21][SiH:22]([c:23]1[cH:24][cH:25][cH:26][cH:27][cH:28]1)[c:29]1[cH:30][cH:31][cH:32][cH:33][cH:34]1.[H-:35].[H-:38].[H-:39].[H-:40].[Li+:37].[O:41]1[CH2:42][CH2:43][CH2:44][CH2:45]1>>[C:1]([CH3:2])([CH3:3])([CH3:4])[CH:5]([c:6]1[c:7]([Cl:20])[c:8](-[n:13]2[c:14]([CH2:18][NH2:19])[cH:15][cH:16][cH:17]2)[cH:9][cH:10][c:11]1[Cl:12])[O:21][SiH:22]([c:23]1[cH:24][cH:25][cH:26][cH:27][cH:28]1)[c:29]1[cH:30][cH:31][cH:32][cH:33][cH:34]1. The reactants are CC(C)(C)OC(=O)N1S(=O)OCCC1(C)C, CC#N, Cl, [O-][I+3]([O-])([O-])[O-], [Na+], [Na+], [Na+], O, O, O=P([O-])([O-])O, Cl[Ru](Cl)Cl. Product: CC(C)(C)OC(=O)N1C(C)(C)CCOS1(=O)=O. RXN SMILES: [C:7]([CH3:8])([CH3:9])([CH3:10])[O:11][C:12](=[O:13])[N:14]1[S:15](=[O:22])[O:16][CH2:17][CH2:18][C:19]1([CH3:20])[CH3:21].[CH3:32][C:33]#[N:34].[ClH:30].[I+3:1]([O-:2])([O-:3])([O-:4])[O-:5].[Na+:28].[Na+:29].[Na+:6].[OH2:31].[OH2:35].[P:23](=[O:24])([O-:25])([O-:26])[OH:27].[Ru:36]([Cl:37])([Cl:38])[Cl:39]>>[C:7]([CH3:8])([CH3:9])([CH3:10])[O:11][C:12](=[O:13])[N:14]1[S:15](=[O:22])(=[O:24])[O:16][CH2:17][CH2:18][C:19]1([CH3:20])[CH3:21].